From a dataset of the Open Reaction Database (ORD), a public repository of structured organic reaction records. describe an organic reaction: reactants, conditions, products, and yield Starting materials: CCN=C=NCCCN(C)C, CCN(C(C)C)C(C)C, O=C(O)C(F)(F)F, NCC(=O)N1CCN(C(=O)c2ccc(Cl)cc2Cl)CC1, CN(C)C=O, O, On1nnc2ccccc21, O=C(O)c1ccc(Nc2ccccc2)cc1. Product: O=C(NCC(=O)N1CCN(C(=O)c2ccc(Cl)cc2Cl)CC1)c1ccc(Nc2ccccc2)cc1. As a reaction SMILES: [CH3:26][CH2:27][N:28]=[C:29]=[N:30][CH2:31][CH2:32][CH2:33][N:34]([CH3:35])[CH3:36].[CH:1]([N:2]([CH2:3][CH3:4])[CH:5]([CH3:6])[CH3:7])([CH3:8])[CH3:9].[F:67][C:68]([F:69])([F:70])[C:71]([OH:72])=[O:73].[NH2:47][CH2:48][C:49](=[O:50])[N:51]1[CH2:52][CH2:53][N:54]([C:57]([c:58]2[c:59]([Cl:65])[cH:60][c:61]([Cl:64])[cH:62][cH:63]2)=[O:66])[CH2:55][CH2:56]1.[O:74]=[CH:75][N:76]([CH3:77])[CH3:78].[OH2:79].[OH:37][n:38]1[c:39]2[c:40]([cH:41][cH:42][cH:43][cH:44]2)[n:45][n:46]1.[c:10]1([NH:16][c:17]2[cH:18][cH:19][c:20]([C:21](=[O:22])[OH:23])[cH:24][cH:25]2)[cH:11][cH:12][cH:13][cH:14][cH:15]1>>[c:10]1([NH:16][c:17]2[cH:18][cH:19][c:20]([C:21](=[O:23])[NH:47][CH2:48][C:49](=[O:50])[N:51]3[CH2:52][CH2:53][N:54]([C:57]([c:58]4[c:59]([Cl:65])[cH:60][c:61]([Cl:64])[cH:62][cH:63]4)=[O:66])[CH2:55][CH2:56]3)[cH:24][cH:25]2)[cH:11][cH:12][cH:13][cH:14][cH:15]1. Reactants: CCCCCCCCO, CC(O)C(=O)O, Cc1ccccc1, O=S(=O)(O)O. Product: CCCCCCCCOC(=O)C(C)O. Reaction SMILES: [CH2:7]([CH2:8][CH2:9][CH2:10][CH2:11][CH2:12][CH2:13][CH3:14])[OH:15].[CH3:1][CH:2]([OH:3])[C:4]([OH:5])=[O:6].[CH3:21][c:22]1[cH:23][cH:24][cH:25][cH:26][cH:27]1.[S:16](=[O:17])(=[O:18])([OH:19])[OH:20]>>[CH3:1][CH:2]([OH:3])[C:4]([O:5][CH2:7][CH2:8][CH2:9][CH2:10][CH2:11][CH2:12][CH2:13][CH3:14])=[O:6]. Starting materials: [N+](=O)([O-])C1=CC=C(C=C1)O (4-Nitrophenol), C(C#C)Br (propargyl bromide), C(=O)([O-])[O-].[K+].[K+] (K2CO3). Solvent: CC(=O)C (acetone), O (water). The product is C(C#C)OC1=CC=C(C=C1)[N+](=O)[O-] (4-(prop-2-ynyloxy)nitrobenzene). As a reaction SMILES: [N+:1]([C:4]1[CH:9]=[CH:8][C:7]([OH:10])=[CH:6][CH:5]=1)([O-:3])=[O:2].[CH2:11](Br)[C:12]#[CH:13].C([O-])([O-])=O.[K+].[K+]>CC(C)=O.O>[CH2:13]([O:10][C:7]1[CH:8]=[CH:9][C:4]([N+:1]([O-:3])=[O:2])=[CH:5][CH:6]=1)[C:12]#[CH:11] |f:2.3.4|. Procedure details: 4-Nitrophenol (1.00 g, 7.19 mmol), propargyl bromide (80 wt % in toluene; 0.788 mL, 7.09 mmol), and K2CO3 (1.08 g, 7.84 mmol) were combined and stirred in acetone (16.0 mL) at 60° C. for 18 h. The reaction mixture was cooled to room temperature and diluted with water (200 mL). 4-(prop-2-ynyloxy)nitrobenzene was isolated as a white solid by suction filtration (1.12 g). 1H NMR (CDCl3): δ 8.22 (d, J=9.0 Hz, 2H), 7.05 (d, J=9.0 Hz, 2H), 4.80 (d, J=2.4 Hz, 2H), 2.59 (t, J=2.4 Hz, 1H). Starting materials: Schiff base, N[C@H](C(C)C)C(=O)O (D-valine), COC=1C=CC(=CC1)C=O (anisaldehyde), ClCCl (dichloromethane). Run at temperature 5 celsius, time 0.5 hour. Yields the product ClC=1C=C(C(=O)O)C=CC1 (meta-chlorobenzoic acid). As a reaction SMILES: N[C@@H:2]([C:6]([OH:8])=[O:7])[CH:3]([CH3:5])C.CO[C:11]1C=CC(C=O)=[CH:15][CH:16]=1.[Cl:19]CCl>>[Cl:19][C:16]1[CH:15]=[C:2]([CH:3]=[CH:5][CH:11]=1)[C:6]([OH:8])=[O:7]. Reported procedure: 23.4 g (0.1 mol) of the Schiff base of D-valine and anisaldehyde prepared according to Ia) was dissolved, with stirring, in 130 ml of dry dichloromethane. The solution was cooled to 5° C. or lower. The stirring was continued and the temperature was allowed to rise to room temperature, after which the stirring was continued for 4 more hours. After about 0.5 hour's stirring at room temperature the mixture became turbid as a result of the crystallization of meta-chlorobenzoic acid. After the reacti...